Dataset: the Open Reaction Database (ORD), a public repository of structured organic reaction records. Task: describe an organic reaction: reactants, conditions, products, and yield The reactants are COC(=O)c1ccccc1Cc1cc(Cl)ccc1NC(=O)C(C)c1cccc2ccccc12, CO, Cl, [Na+], C1COCCO1, [OH-]. The product is CC(C(=O)Nc1ccc(Cl)cc1Cc1ccccc1C(=O)O)c1cccc2ccccc12. Reaction SMILES: [CH3:1][O:2][C:3]([c:4]1[c:5]([CH2:10][c:11]2[c:12]([NH:18][C:19]([CH:20]([CH3:21])[c:22]3[cH:23][cH:24][cH:25][c:26]4[cH:27][cH:28][cH:29][cH:30][c:31]34)=[O:32])[cH:13][cH:14][c:15]([Cl:17])[cH:16]2)[cH:6][cH:7][cH:8][cH:9]1)=[O:33].[CH3:43][OH:44].[ClH:36].[Na+:35].[O:37]1[CH2:38][CH2:39][O:40][CH2:41][CH2:42]1.[OH-:34]>>[O:2]=[C:3]([c:4]1[c:5]([CH2:10][c:11]2[c:12]([NH:18][C:19]([CH:20]([CH3:21])[c:22]3[cH:23][cH:24][cH:25][c:26]4[cH:27][cH:28][cH:29][cH:30][c:31]34)=[O:32])[cH:13][cH:14][c:15]([Cl:17])[cH:16]2)[cH:6][cH:7][cH:8][cH:9]1)[OH:33]. Starting materials: C(C)(=O)C1=CC=NC=C1 (4-Acetylpyridine), N1CCCCC1 (piperidine), C(C)(C)C=1NC2=CC=C(C=C2C1C=O)OC (2-Isopropyl-5-methoxyindole-3-carboxaldehyde). Solvent: CO (methanol). Reaction conditions: temperature 40 celsius. The product is C(C)(C)C=1NC2=CC=C(C=C2C1/C=C/C(=O)C1=CC=NC=C1)OC (trans-3-(2-isopropyl-5-methoxyindol-3-yl)-1-(4-pyridinyl)-2-propen-1-one). Yield: 66.3%. As a reaction SMILES: [CH:1]([C:4]1[NH:5][C:6]2[C:11]([C:12]=1[CH:13]=O)=[CH:10][C:9]([O:15][CH3:16])=[CH:8][CH:7]=2)([CH3:3])[CH3:2].[C:17]([C:20]1[CH:25]=[CH:24][N:23]=[CH:22][CH:21]=1)(=[O:19])[CH3:18].N1CCCCC1>CO>[CH:1]([C:4]1[NH:5][C:6]2[C:11]([C:12]=1/[CH:13]=[CH:18]/[C:17]([C:20]1[CH:25]=[CH:24][N:23]=[CH:22][CH:21]=1)=[O:19])=[CH:10][C:9]([O:15][CH3:16])=[CH:8][CH:7]=2)([CH3:3])[CH3:2]. Procedure details: 2-Isopropyl-5-methoxyindole-3-carboxaldehyde (105 mg, 0.48 mmol) was dissolved in anhydrous methanol (5 mL) under an atmosphere of Argon (g). 4-Acetylpyridine (87.2 mg, 0.72 mmol) and piperidine (61.3 mg, 0.72 mmol) were added to the reaction mixture and the solution was refluxed for 24 hours. A precipitate slowly formed which was collected, washed with cold MeOH (30 mL) and dried overnight in an oil driven vacuum pump equipped to a vacuum desiccator heated to 40° C. to yield a bright yellow pow... Reactants: CN1C(=NC=C1[N+](=O)[O-])COC(C1=CC=CC=C1)=O (1-methyl-2-benzoyloxymethyl-5-nitro-imidazole), SC1=NC=CC=C1 (2-mercaptopyridine), C(=O)([O-])[O-].[K+].[K+] (potash). Run in CN(C=O)C (dimethylformamide). Reaction conditions: temperature 80 celsius. Product: CN1C(=NC=C1[N+](=O)[O-])CSC1=NC=CC=C1 (1-methyl-2-(2-pyridylthiomethyl)-5-nitro-imidazole). As a reaction SMILES: [CH3:1][N:2]1[C:6]([N+:7]([O-:9])=[O:8])=[CH:5][N:4]=[C:3]1[CH2:10]OC(=O)C1C=CC=CC=1.[SH:20][C:21]1[CH:26]=[CH:25][CH:24]=[CH:23][N:22]=1.C([O-])([O-])=O.[K+].[K+]>CN(C)C=O>[CH3:1][N:2]1[C:6]([N+:7]([O-:9])=[O:8])=[CH:5][N:4]=[C:3]1[CH2:10][S:20][C:21]1[CH:26]=[CH:25][CH:24]=[CH:23][N:22]=1 |f:2.3.4|. Procedure: 26.1 Grams (0.1 mol) of 1-methyl-2-benzoyloxymethyl-5-nitro-imidazole were dissolved while stirring in 150 ml of dimethylformamide; then 11.1 g (0.1 mol) of 2-mercaptopyridine and 13.8 g of potash (free from water and powdered) were added. A very faintly exothermic reaction was perceptible only. The reaction mixture was heated to 80°C for 1 hour, whereupon the color of the mixture changed from yellow toward light brown and a white precipitate formed. The mixture was then cooled to room temperatu... The reactants are FC1=CC=C(O)C=C1. Reagents/catalysts: O1B(OCC1)B2OCCO2, OC(C)(C)C(O)(C)C, N=1C=CC(=CC1C=2N=CC=C(C2)C(C)(C)C)C(C)(C)C, N(CC)(CC)CC, C[OH2+].C[OH2+].C1CC=CCCC=C1.C1CC=CCCC=C1.[Ir].[Ir]. Run in ClC(Cl)Cl, C=1C=CC(=CC1)C. Run at temperature 80 celsius, time 2 hour. Yields the product FC1=CC=C(O)C(=C1)B2OC(C)(C)C(O2)(C)C. The yield is 50.0%. The product is Compounds 179, NC=1C(=NSC1NC(C)=O)C (4-amino-5-acetamido-3-methylisothiazole). Procedure: Compounds 179 and 189 were synthesized as shown Scheme 7. Reaction of 5-amino-3-methylisothiazole hydrochloride with acetic chloride in pyridine followed by nitration and reduction gave an intermediate of 4-amino-5-acetamido-3-methylisothiazole. Reaction of the intermediate (1.2 eq ) with DBD under N2 afforded Compound179. Refluxing 4-nitro-5-acetamido-3-methylisothiazole in 4N HCl aq. and further reacting with DBD under N2 with refluxing yielded Compound 189. RXN SMILES: Cl.[NH2:2][C:3]1[S:7][N:6]=[C:5]([CH3:8])[CH:4]=1.[C:9](Cl)(=[O:11])[CH3:10].[N:13]1C=CC=CC=1>>[NH2:13][C:4]1[C:5]([CH3:8])=[N:6][S:7][C:3]=1[NH:2][C:9](=[O:11])[CH3:10] |f:0.1|. Starting materials: Cl.NC1=CC(=NS1)C (5-amino-3-methylisothiazole hydrochloride), C(C)(=O)Cl (acetic chloride), N1=CC=CC=C1 (pyridine). The reactants are Fc1cccc(CBr)c1, C1CCOC1, CCOC(C)=O, [H-], [Na+], O, OCCO. The product is OCCOCc1cccc(F)c1. RXN SMILES: [Br:7][CH2:8][c:9]1[cH:10][c:11]([F:15])[cH:12][cH:13][cH:14]1.[CH2:17]1[O:18][CH2:19][CH2:20][CH2:21]1.[CH3:22][CH2:23][O:24][C:25]([CH3:26])=[O:27].[H-:6].[Na+:5].[OH2:16].[OH:1][CH2:2][CH2:3][OH:4]>>[O:1]([CH2:2][CH2:3][OH:4])[CH2:8][c:9]1[cH:10][c:11]([F:15])[cH:12][cH:13][cH:14]1. Starting materials: OCC1=NC2=CC3=C(C=C2C=C1)C[C@]1(C(NC2=NC=CC=C21)=O)C3 ((S)-2-(hydroxymethyl)-6,8-dihydrospiro[cyclopenta[g]quinoline-7,3′-pyrrolo[2,3-b]pyridin]-2′(1′H)-one), OCC1=NC2=CC3=C(C=C2C=C1)C[C@]1(C(NC2=NC=CC=C21)=O)C3 ((S)-2-(hydroxymethyl)-6,8-dihydrospiro[cyclopenta[g]quinoline-7,3′-pyrrolo[2,3-b]pyridin]-2′(1′H)-one), [H-].[Na+] (sodium hydride), C[Si](CCOCCl)(C)C (2-(Trimethylsilyl)ethoxymethyl chloride). The solvent is CN(C)C=O (DMF). Conditions: time 30 minute. Product: [NH4+].[OH-] (NH4OH), OCC1=NC2=CC3=C(C=C2C=C1)C[C@]1(C(N(C2=NC=CC=C21)COCC[Si](C)(C)C)=O)C3 ((S)-2-(Hydroxymethyl)-1′-{[2-(trimethylsilyl)ethoxy]methyl}-6,8-dihydrospiro[cyclopenta[g]quinoline-7,3′-pyrrolo[2,3-b]pyridin]-2′(1′H)-one). RXN SMILES: [OH:1][CH2:2][C:3]1[CH:12]=[CH:11][C:10]2[C:5](=[CH:6][C:7]3[CH2:24][C@:14]4([C:22]5[C:17](=[N:18][CH:19]=[CH:20][CH:21]=5)[NH:16][C:15]4=[O:23])[CH2:13][C:8]=3[CH:9]=2)[N:4]=1.[H-].[Na+].[CH3:27][Si:28]([CH3:35])([CH3:34])[CH2:29][CH2:30][O:31][CH2:32]Cl>CN(C=O)C>[NH4+:4].[OH-:1].[OH:1][CH2:2][C:3]1[CH:12]=[CH:11][C:10]2[C:5](=[CH:6][C:7]3[CH2:24][C@:14]4([C:22]5[C:17](=[N:18][CH:19]=[CH:20][CH:21]=5)[N:16]([CH2:32][O:31][CH2:30][CH2:29][Si:28]([CH3:35])([CH3:34])[CH3:27])[C:15]4=[O:23])[CH2:13][C:8]=3[CH:9]=2)[N:4]=1 |f:1.2,5.6|. Procedure: To a stirred solution of (S)-2-(hydroxymethyl)-6,8-dihydrospiro[cyclopenta[g]quinoline-7,3′-pyrrolo[2,3-b]pyridin]-2′(1′H)-one (1.67 g, 5.26 mmol, described in Intermediate 11) in DMF (10 mL) at 0° C. was added sodium hydride (60% dispersion in mineral oil; 210 mg, 5.26 mmol) and the mixture was stirred for 30 min. 2-(Trimethylsilyl)ethoxymethyl chloride (0.93 mL, 5.26 mmol) was then added dropwise. After 90 min, the reaction was quenched with saturated aqueous NaHCO3 (50 mL) and the mixture was... Reactants: C(C)(C)(C)OC(=O)N[C@@H](C(=O)O)C1=CC=C(C=C1)OCCN1CCOCC1 ((R)-tert-butoxycarbonylamino-[4-(2-morpholin-4-yl-ethoxy)-phenyl]-acetic acid), Cl.CN(CCCN=C=NCC)C (1-[3-(dimethylamino)propyl]-3-ethylcarbodiimide hydrochloride), COC1=CC=C(C=C1)[C@H]1NC(N(C1=O)[C@H](C(=O)NC=1SC=C(N1)C(CC)=O)[C@@H](C)C1=CC=CC=C1)=O ((2S,3S)-2-[(R)-4-(4-Methoxy-phenyl)-2,5-dioxo-imidazolidin-1-yl]-3-phenyl-N-(4-propionyl-thiazol-2-yl)-butyramide). Run in O1CCCC1 (tetrahydrofuran). Reported procedure: (R)-tert-butoxycarbonylamino-[4-(2-morpholin-4-yl-ethoxy)-phenyl]-acetic acid (≈2.93 mmol) was dissolved in tetrahydrofuran (60 mL) and (2S,3S)-2-amino-3-phenyl-N-(4-propionyl-thiazol-2-yl)-butyramide (500 mg, 1.58 mmol) (prepared as described in example 4) was added followed by 1-[3-(dimethylamino)propyl]-3-ethylcarbodiimide hydrochloride (600 mg, 3.12 mmol) at 0° C. The reaction mixture was allowed to slowly warm to room temperature. After stirring for 5.5 hours the reaction mixture was partit... As a reaction SMILES: [C:1]([O:5][C:6]([NH:8][C@H:9]([C:13]1[CH:18]=[CH:17][C:16]([O:19][CH2:20][CH2:21][N:22]2[CH2:27][CH2:26][O:25][CH2:24][CH2:23]2)=[CH:15][CH:14]=1)[C:10]([OH:12])=O)=[O:7])([CH3:4])([CH3:3])[CH3:2].COC1C=CC([C@@H]2C(=O)[N:39]([C@@H:42]([C@H:55]([C:57]3[CH:62]=[CH:61][CH:60]=[CH:59][CH:58]=3)[CH3:56])[C:43]([NH:45][C:46]3[S:47][CH:48]=[C:49]([C:51](=[O:54])[CH2:52][CH3:53])[N:50]=3)=[O:44])C(=O)N2)=CC=1.Cl.CN(C)CCCN=C=NCC>O1CCCC1>[C:1]([O:5][C:6](=[O:7])[NH:8][C@H:9]([C:13]1[CH:14]=[CH:15][C:16]([O:19][CH2:20][CH2:21][N:22]2[CH2:27][CH2:26][O:25][CH2:24][CH2:23]2)=[CH:17][CH:18]=1)[C:10](=[O:12])[NH:39][C@H:42]([C:43](=[O:44])[NH:45][C:46]1[S:47][CH:48]=[C:49]([C:51](=[O:54])[CH2:52][CH3:53])[N:50]=1)[C@H:55]([C:57]1[CH:62]=[CH:61][CH:60]=[CH:59][CH:58]=1)[CH3:56])([CH3:3])([CH3:2])[CH3:4] |f:2.3|. The product is C(C)(C)(C)OC(N[C@@H](C(N[C@@H]([C@@H](C)C1=CC=CC=C1)C(NC=1SC=C(N1)C(CC)=O)=O)=O)C1=CC=C(C=C1)OCCN1CCOCC1)=O ({(R)-[4-(2-Morpholin-4-yl-ethoxy)-phenyl]-[(1S,2S)-2-phenyl-1-(4-propionyl-thiazol-2-ylcarbamoyl)-propylcarbamoyl]-methyl}-carbamic acid-tert-butyl ester), solid. Yield: 14.0%. Conditions: time 5.5 hour. Yield: 40.0%. Yields the product CC=1C(OC(C1C1=CC=CC=C1)C1=CC=CC=C1)=O (3-methyl-4,5-diphenyl-2(5H)-furanone). Starting materials: (R)-(−)-3-propyl-4-chloride-5-phenyl-2(5H)— furanone, C([O-])([O-])=O.[K+].[K+] (potassium carbonate), C1(=CC=CC=C1)B(O)O (phenylboronic acid), C1(CCCCC1)P(C1=C(C=CC=C1)C1=C(C=CC=C1OC)OC)C1CCCCC1 (2-dicyclohexylphosphino-2′,6′-dimethoxybiphenyl). RXN SMILES: [C:1]1(B(O)O)[CH:6]=[CH:5][CH:4]=[CH:3][CH:2]=1.C1(P(C2CCCCC2)[C:17]2[CH:22]=[CH:21][CH:20]=[CH:19][C:18]=2[C:23]2C(OC)=C[CH:26]=[CH:25][C:24]=2OC)CCCCC1.[C:39](=[O:42])([O-])[O-:40].[K+].[K+]>C([O-])(=O)C.[Pd+2].C([O-])(=O)C.C1(C)C=CC=CC=1>[CH3:26][C:25]1[C:39](=[O:42])[O:40][CH:23]([C:18]2[CH:19]=[CH:20][CH:21]=[CH:22][CH:17]=2)[C:24]=1[C:1]1[CH:6]=[CH:5][CH:4]=[CH:3][CH:2]=1 |f:2.3.4,5.6.7|. Procedure: This reaction is carried out in the same manner as the reaction in example 5. The difference is that, the reactants are (R)-(−)-3-propyl-4-chloride-5-phenyl-2(5H)— furanone (22.9 mg, 0.097 mmol, 97% ee), phenylboronic acid (19.0 mg, 98%, 0.15 mmol), palladium acetate (1.1 mg, 0.005 mmol), 2-dicyclohexylphosphino-2′,6′-dimethoxybiphenyl (2.1 mg, 0.005 mmol), potassium carbonate (62.1 mg, 0.45 mmol) and 1 mL of anhydrous toluene. The reactants are reacted for 1 hours under 110° C., and 3-methyl-4,... The reagents and catalysts are C(C)(=O)[O-].[Pd+2].C(C)(=O)[O-] (palladium acetate). The solvent is C1(=CC=CC=C1)C (toluene). Starting materials: C(C)(C)(C)NS(=O)(=O)C1=CC(=CC=C1)C1=NC=CC(=C1)C1=NC(=CC(=N1)C(F)(F)F)C1=CC=C(C=C1)C(F)(F)F (N-tert-butyl-3-{4-[4-trifluoromethyl-6-(4-trifluoromethyl-phenyl)-pyrimidin-2-yl]-pyridin-2-yl}-benzenesulfonamide), C(=O)(C(F)(F)F)O (TFA). The solvent is ClCCl (dichloromethane). Reaction conditions: time 15 hour. Product: FC(C1=NC(=NC(=C1)C1=CC=C(C=C1)C(F)(F)F)C1=CC(=NC=C1)C=1C=C(C=CC1)S(=O)(=O)N)(F)F (3-{4-[4-Trifluoromethyl-6-(4-trifluoromethyl-phenyl)-pyrimidin-2-yl]-pyridin-2-yl}-benzenesulfonamide). Isolated yield 85.7%. Reaction SMILES: C([NH:5][S:6]([C:9]1[CH:14]=[CH:13][CH:12]=[C:11]([C:15]2[CH:20]=[C:19]([C:21]3[N:26]=[C:25]([C:27]([F:30])([F:29])[F:28])[CH:24]=[C:23]([C:31]4[CH:36]=[CH:35][C:34]([C:37]([F:40])([F:39])[F:38])=[CH:33][CH:32]=4)[N:22]=3)[CH:18]=[CH:17][N:16]=2)[CH:10]=1)(=[O:8])=[O:7])(C)(C)C.C(O)(C(F)(F)F)=O>ClCCl>[F:30][C:27]([F:28])([F:29])[C:25]1[CH:24]=[C:23]([C:31]2[CH:32]=[CH:33][C:34]([C:37]([F:40])([F:39])[F:38])=[CH:35][CH:36]=2)[N:22]=[C:21]([C:19]2[CH:18]=[CH:17][N:16]=[C:15]([C:11]3[CH:10]=[C:9]([S:6]([NH2:5])(=[O:8])=[O:7])[CH:14]=[CH:13][CH:12]=3)[CH:20]=2)[N:26]=1. Procedure: To a cooled and stirred solution of N-tert-butyl-3-{4-[4-trifluoromethyl-6-(4-trifluoromethyl-phenyl)-pyrimidin-2-yl]-pyridin-2-yl}-benzenesulfonamide (example 156) (0.4 g, 0.69 mmol) in dichloromethane (5 mL) was added TFA (5 mL) and the reaction mixture was allowed to stir at room temperature for 15 h. The mixture was evaporated to dryness and saturated NaHCO3 solution (5 mL), diethyl ether and heptane were added. The mixture was stirred at room temperature for 1 h, the precipitate was collect...